Dataset: the Open Reaction Database (ORD), a public repository of structured organic reaction records. Task: describe an organic reaction: reactants, conditions, products, and yield The reactants are O=C([O-])[O-], CN(C)C=O, O=Cc1ccc(C(=O)O)o1, CCI, [K+], [K+], O. The product is CCOC(=O)c1ccc(C=O)o1. As a reaction SMILES: [C:11](=[O:12])([O-:13])[O-:14].[CH3:21][N:22]([CH3:23])[CH:24]=[O:25].[CH:1](=[O:2])[c:3]1[cH:4][cH:5][c:6]([C:8](=[O:9])[OH:10])[o:7]1.[I:17][CH2:18][CH3:19].[K+:15].[K+:16].[OH2:20]>>[CH:1](=[O:2])[c:3]1[cH:4][cH:5][c:6]([C:8]([O:9][CH2:18][CH3:19])=[O:10])[o:7]1. Reactants: CC1CNCCC1O (3-methyl-piperidin-4-ol), CSC=1N=NC=CN1 (3-Methylsulphanyl-[1,2,4]triazine), N1(CCNCC1)C=1N=NC=CN1 (3-piperazin-1-yl-[1,2,4]triazine). Product: CC1CN(CCC1O)C=1N=NC=CN1 (3-Methyl-1-[1,2,4]triazin-3-yl-piperidin-4-ol). As a reaction SMILES: [CH3:1][CH:2]1[CH:7]([OH:8])[CH2:6][CH2:5][NH:4][CH2:3]1.CS[C:11]1[N:12]=[N:13][CH:14]=[CH:15][N:16]=1.N1(C2N=NC=CN=2)CCNCC1>>[CH3:1][CH:2]1[CH:7]([OH:8])[CH2:6][CH2:5][N:4]([C:11]2[N:12]=[N:13][CH:14]=[CH:15][N:16]=2)[CH2:3]1. Procedure details: Intermediate 5c is synthesised from 3-methyl-piperidin-4-ol and the precursor 2a according to the procedure described for the synthesis of 5a. Intermediate 5c is isolated in solid form with a 47% yield. The reactants are COC(=O)C=1SC(=CC1N(C(=O)[C@@H]1CC[C@H](CC1)C)[C@@H]1CC[C@H](CC1)O)Br (5-bromo-3-[(trans-4-hydroxy-cyclohexyl)-(trans-4-methylcyclohexanecarbonyl)-amino]-thiophene-2-carboxylic acid methyl ester). Reagents/catalysts: [Pd] (palladium on charcoal). Run in CO (MeOH). Conditions: time 24 hour. Product: COC(=O)C=1SC=CC1N(C(=O)[C@@H]1CC[C@H](CC1)C)[C@@H]1CC[C@H](CC1)O (3-[(trans-4-hydroxy-cyclohexyl)-(trans-4-methylcyclohexanecarbonyl)-amino]-thiophene-2-carboxylic acid methyl ester). Yield: 104.9%. Reaction SMILES: [CH3:1][O:2][C:3]([C:5]1[S:6][C:7](Br)=[CH:8][C:9]=1[N:10]([C@H:20]1[CH2:25][CH2:24][C@H:23]([OH:26])[CH2:22][CH2:21]1)[C:11]([C@H:13]1[CH2:18][CH2:17][C@H:16]([CH3:19])[CH2:15][CH2:14]1)=[O:12])=[O:4]>CO.[Pd]>[CH3:1][O:2][C:3]([C:5]1[S:6][CH:7]=[CH:8][C:9]=1[N:10]([C@H:20]1[CH2:21][CH2:22][C@H:23]([OH:26])[CH2:24][CH2:25]1)[C:11]([C@H:13]1[CH2:18][CH2:17][C@H:16]([CH3:19])[CH2:15][CH2:14]1)=[O:12])=[O:4]. Procedure details: To a solution of 5-bromo-3-[(trans-4-hydroxy-cyclohexyl)-(trans-4-methylcyclohexanecarbonyl)-amino]-thiophene-2-carboxylic acid methyl ester (229 mg, 0.50 mmol) in dry MeOH (5 mL) was added 10% palladium on charcoal (53 mg), nitrogen was bubbled through solution for 10 min, then it was displaced by hydrogen, and the mixture was stirred at room temperature for 24 h. The mixture was filtered through celite washing with MeOH, and filtrate was concentrated under reduced pressure to give 199 mg of cr... Starting materials: CC(C)C(=O)Nc1cccc(C2CCNCC2)c1, O=Cc1cccc(Oc2ccc(Cl)c(Cl)c2)c1. Product: CC(C)C(=O)Nc1cccc(C2CCN(Cc3cccc(Oc4ccc(Cl)c(Cl)c4)c3)CC2)c1. Reaction SMILES: [CH3:18][CH:19]([C:20](=[O:21])[NH:22][c:23]1[cH:24][c:25]([CH:29]2[CH2:30][CH2:31][NH:32][CH2:33][CH2:34]2)[cH:26][cH:27][cH:28]1)[CH3:35].[Cl:1][c:2]1[cH:3][c:4]([O:5][c:6]2[cH:7][c:8]([CH:9]=[O:10])[cH:11][cH:12][cH:13]2)[cH:14][cH:15][c:16]1[Cl:17]>>[Cl:1][c:2]1[cH:3][c:4]([O:5][c:6]2[cH:7][c:8]([CH2:9][N:32]3[CH2:31][CH2:30][CH:29]([c:25]4[cH:24][c:23]([NH:22][C:20]([CH:19]([CH3:18])[CH3:35])=[O:21])[cH:28][cH:27][cH:26]4)[CH2:34][CH2:33]3)[cH:11][cH:12][cH:13]2)[cH:14][cH:15][c:16]1[Cl:17]. Reactants: C1(=CC=C(C=C1)S(=O)(=O)O)C (p-toluenesulfonic acid), C(C)O (ethanol), CC1(OC12CC=C(CC2)C)C (2,2,6-trimethyl-1-oxaspiro(2.5)oct-5-ene). Product: C(C)OC(C)(C)C1(CC=C(CC1)C)O (1-(1-ethoxy-1-methylethyl)-4-methyl-3-cyclohexen-1-ol). As a reaction SMILES: [CH3:1][C:2]1([CH3:11])[C:4]2([CH2:9][CH2:8][C:7]([CH3:10])=[CH:6][CH2:5]2)[O:3]1.C1(C)C=CC(S(O)(=O)=O)=CC=1.[CH2:23]([OH:25])[CH3:24]>>[CH2:23]([O:25][C:2]([C:4]1([OH:3])[CH2:9][CH2:8][C:7]([CH3:10])=[CH:6][CH2:5]1)([CH3:11])[CH3:1])[CH3:24]. Procedure details: By procedures similar to those described in Embodiments 57 and 58, 2,2,6-trimethyl-1-oxaspiro(2.5)oct-5-ene was treated with ethanol in the presence of p-toluenesulfonic acid to obtain 1-(1-ethoxy-1-methylethyl)-4-methyl-3-cyclohexen-1-ol. This alcohol was treated with vanadium(IV) bis(2,4-pentanedionate) oxide and tert-butyl hydroperoxide followed by p-toluenesulfonic acid to obtain (±)-2-exo-hydroxy-4-(1-ethoxy-1-methylethyl)-1 methyl-7-oxabicyclo[2.2.1]heptane. This intermediate was treated w...